Dataset: the Open Reaction Database (ORD), a public repository of structured organic reaction records. Task: describe an organic reaction: reactants, conditions, products, and yield Run in C(C)O (ethanol), C(C)O (ethanol). Reaction SMILES: [CH2:1]([C:5]1[CH:10]=[C:9](Cl)[N:8]2[N:12]=[CH:13][CH:14]=[C:7]2[N:6]=1)[CH2:2][CH2:3][CH3:4].C(=O)([O-])O.[Na+].[CH3:20][NH2:21]>C(O)C>[CH2:1]([C:5]1[CH:10]=[C:9]([NH:21][CH3:20])[N:8]2[N:12]=[CH:13][CH:14]=[C:7]2[N:6]=1)[CH2:2][CH2:3][CH3:4] |f:1.2|. The product is C(CCC)C1=NC=2N(C(=C1)NC)N=CC2 (5-n-butyl-7-methylaminopyrazolo[1,5-a]pyrimidine). Run at temperature 120 celsius. Procedure details: 5-n-Butyl-7-chloropyrazolo[1,5-a]pyrimidine (the compound prepared in step (2) of Reference Example 1; 8.60 g), sodium hydrogen carbonate (3.44 g) and 40% methylamine (3.18 g) were added to 50 ml of ethanol and heated at 120° C. for 2 hours. After completion of the reaction, ethanol was distilled off under reduced pressure. After addition of some water, the residue was extracted with ethyl acetate. The organic layer was collected, dried over anhydrous sodium sulfate and concentrated under reduce... Starting materials: C(CCC)C1=NC=2N(C(=C1)Cl)N=CC2 (5-n-Butyl-7-chloropyrazolo[1,5-a]pyrimidine), compound, C(O)([O-])=O.[Na+] (sodium hydrogen carbonate), CN (methylamine). Starting materials: [Li] (lithium), N (ammonia), C#C (acetylene), [Li].C#C (acetylene lithium), C(#C)C1(CCN(C(C12CCCC2)CC2=CC=C(C=C2)OC)C)O (10-ethinyl-6-(p-methoxybenzyl)-7-methyl-7-azaspiro [4.5] decan-10-ol), Cl (hydrochloride). Run in liquid. The product is Cl.C(C)C1(CCN(C(C12CCCC2)CC2=CC=C(C=C2)OC)C)O (10-Ethyl-6-(p-methoxybenzyl)-7-methyl-7-azaspiro [4.5] decan-10-ol hydrochloride). As a reaction SMILES: [Li].C#C.[Li].N.C#C.[C:8]([C:10]1([OH:30])[C:15]2([CH2:19][CH2:18][CH2:17][CH2:16]2)[CH:14]([CH2:20][C:21]2[CH:26]=[CH:25][C:24]([O:27][CH3:28])=[CH:23][CH:22]=2)[N:13]([CH3:29])[CH2:12][CH2:11]1)#[CH:9].[ClH:31]>>[ClH:31].[CH2:8]([C:10]1([OH:30])[C:15]2([CH2:16][CH2:17][CH2:18][CH2:19]2)[CH:14]([CH2:20][C:21]2[CH:26]=[CH:25][C:24]([O:27][CH3:28])=[CH:23][CH:22]=2)[N:13]([CH3:29])[CH2:12][CH2:11]1)[CH3:9] |f:0.1,7.8,^1:0,3|. Procedure details: In a manner similar to the method described in example 47, 4.5 g of 6-(p-methoxybenzyl)-7-methyl-7-azaspiro [4.5] decan-10-one (obtained from 8 g of the picrate described in example 36) is reacted with acetylene lithium, prepared by dissolution of 1.1 g of lithium in 200 ml of liquid ammonia saturated with acetylene. The crude reaction product, 10-ethinyl-6-(p-methoxybenzyl)-7-methyl-7-azaspiro [4.5] decan-10-ol, is submitted to catalytic hydrogenation in the usual manner, giving the above-menti... Starting materials: ice water, C(CCCO)O (1,4-butanediol), [H-].[Na+] (sodium hydride), C(C)OC(CBr)OCC (bromoacetaldehyde diethylacetal), crude product. Run in CN(C=O)C (N,N-dimethylformamide). Product: C(C)OC(COCCCCO)OCC (4-(2,2-diethoxyethoxy)butanol). The yield is 41.9%. As a reaction SMILES: [CH2:1]([OH:6])[CH2:2][CH2:3][CH2:4][OH:5].[H-].[Na+].[CH2:9]([O:11][CH:12]([O:15][CH2:16][CH3:17])[CH2:13]Br)[CH3:10]>CN(C)C=O>[CH2:9]([O:11][CH:12]([O:15][CH2:16][CH3:17])[CH2:13][O:5][CH2:4][CH2:3][CH2:2][CH2:1][OH:6])[CH3:10] |f:1.2|. Reported procedure: To a mixture of 56.3 g of 1,4-butanediol and 400 ml of N,N-dimethylformamide was slowly added 11.0 g of 60% sodium hydride (in oil) with stirring under ice cooling. After stirring at room temperature for 12 hours, 49.3 g of bromoacetaldehyde diethylacetal was added dropwise to the reaction mixture, which was stirred at 60° C. for 8 hours. The reaction mixture was poured into ice water and extracted twice with ethyl acetate. The ethyl acetate layers were combined, washed with water, dried over ma...